This data is from the Open Reaction Database (ORD), a public repository of structured organic reaction records. The task is: describe an organic reaction: reactants, conditions, products, and yield RXN SMILES: [Cl:1][CH:2]([CH2:11][CH2:12][CH3:13])[C:3]([C:5]1[CH:10]=[CH:9][CH:8]=[CH:7][CH:6]=1)=[O:4].[N+:14]([O-])([OH:16])=[O:15]>>[Cl:1][CH:2]([CH2:11][CH2:12][CH2:13][N+:14]([O-:16])=[O:15])[C:3]([C:5]1[CH:10]=[CH:9][CH:8]=[CH:7][CH:6]=1)=[O:4]. The reactants are ClC(C(=O)C1=CC=CC=C1)CCC (2-chlorovalerophenone), [N+](=O)(O)[O-] (HNO3), ice. Procedure details: 133 g of 2-chlorovalerophenone are added dropwise to 715 ml of fuming HNO3 at -15° C. and the mixture is poured onto 4 kg of ice. The aqueous phase is then extracted with chloroform and the organic phase is washed, dried and concentrated. The oily compound is further processed as the crude product. Yields the product ClC(C(=O)C1=CC=CC=C1)CCC[N+](=O)[O-] (2-Chloro-5-nitrovalerophenone). The reactants are C(C(C)(C)C)(=O)Cl (pivaloyl chloride), OC1=CC=2C3=CC(=C(C=C3C3=CC(=C(C=C3C2C=C1OCCCCC)OCCCCC)OCCCCC)OCCCCC)OCCCCC (2-hydroxy-3,6,7,10,11-pentapentyloxytriphenylene), OC1=CC=2C3=CC(=C(C=C3C3=CC(=C(C=C3C2C=C1OCCCCC)OCCCCC)OCCCCC)OCCCCC)OCCCCC (2-hydroxy-3,6,7,10,11-pentapentyloxytriphenylene). The solvent is N1=CC=CC=C1 (pyridine), C(C)OCC (diethyl ether). Run at temperature 80 celsius. Product: C(C(C)(C)C)(=O)OC1=CC=2C3=CC(=C(C=C3C3=CC(=C(C=C3C2C=C1OCCCCC)OCCCCC)OCCCCC)OCCCCC)OCCCCC (3,6,7,10,11-Pentapentyloxytriphenylen-2-yl Pivaloate). Reaction SMILES: [C:1](Cl)(=[O:6])[C:2]([CH3:5])([CH3:4])[CH3:3].[OH:8][C:9]1[C:26]([O:27][CH2:28][CH2:29][CH2:30][CH2:31][CH3:32])=[CH:25][C:24]2[C:23]3[C:18](=[CH:19][C:20]([O:39][CH2:40][CH2:41][CH2:42][CH2:43][CH3:44])=[C:21]([O:33][CH2:34][CH2:35][CH2:36][CH2:37][CH3:38])[CH:22]=3)[C:17]3[C:12](=[CH:13][C:14]([O:51][CH2:52][CH2:53][CH2:54][CH2:55][CH3:56])=[C:15]([O:45][CH2:46][CH2:47][CH2:48][CH2:49][CH3:50])[CH:16]=3)[C:11]=2[CH:10]=1>N1C=CC=CC=1.C(OCC)C>[C:1]([O:8][C:9]1[C:26]([O:27][CH2:28][CH2:29][CH2:30][CH2:31][CH3:32])=[CH:25][C:24]2[C:23]3[C:18](=[CH:19][C:20]([O:39][CH2:40][CH2:41][CH2:42][CH2:43][CH3:44])=[C:21]([O:33][CH2:34][CH2:35][CH2:36][CH2:37][CH3:38])[CH:22]=3)[C:17]3[C:12](=[CH:13][C:14]([O:51][CH2:52][CH2:53][CH2:54][CH2:55][CH3:56])=[C:15]([O:45][CH2:46][CH2:47][CH2:48][CH2:49][CH3:50])[CH:16]=3)[C:11]=2[CH:10]=1)(=[O:6])[C:2]([CH3:5])([CH3:4])[CH3:3]. Procedure details: 181 mg (1.5 mmol) pivaloyl chloride was added to a solution of 673 mg (1 mmol) 2-hydroxy-3,6,7,10,11-pentapentyloxytriphenylene (see Henderson et al., Liquid Crystals 18 (1995) 191) in 1 mL pyridine. The mixture was heated for one hour at 80° C., diluted with diethyl ether and extracted repeatedly with dilute HCl and sodium carbonate solution. Purification was performed by crystallization from ethanol. Reactants: Clc1ncc(Br)c(Cl)n1, C1CCOC1, CSc1nccc(C=O)n1, CC(C)[Mg+], [Cl-]. The product is CSc1nccc(C(O)c2cnc(Cl)nc2Cl)n1. As a reaction SMILES: [Br:1][c:2]1[c:3]([Cl:9])[n:4][c:5]([Cl:8])[n:6][cH:7]1.[CH2:25]1[O:26][CH2:27][CH2:28][CH2:29]1.[CH3:15][S:16][c:17]1[n:18][cH:19][cH:20][c:21]([CH:23]=[O:24])[n:22]1.[CH:11]([Mg+:12])([CH3:13])[CH3:14].[Cl-:10]>>[c:2]1([CH:23]([c:21]2[cH:20][cH:19][n:18][c:17]([S:16][CH3:15])[n:22]2)[OH:24])[c:3]([Cl:9])[n:4][c:5]([Cl:8])[n:6][cH:7]1.